From a dataset of the Open Reaction Database (ORD), a public repository of structured organic reaction records. describe an organic reaction: reactants, conditions, products, and yield Solvent: ClCCl (dichloromethane), ClCCl (dichloromethane). RXN SMILES: [CH3:1][N:2]1[N:7]=[C:6](Cl)[CH:5]=[C:4]([Cl:9])[NH:3]1.[NH:10]1[CH2:15][CH2:14][O:13][CH2:12][CH2:11]1>ClCCl>[CH3:1][N:2]1[N:3]=[C:4]([Cl:9])[CH:5]=[C:6]([N:10]2[CH2:15][CH2:14][O:13][CH2:12][CH2:11]2)[NH:7]1. Yields the product CN1NC(=CC(=N1)Cl)N1CCOCC1 (2-methyl-4-chloro-6-morpholino-triazine). Reactants: CN1NC(=CC(=N1)Cl)Cl (2-Methyl-4,6-dichlorotriazine), N1CCOCC1 (Morpholine). Reported procedure: 2-Methyl-4,6-dichlorotriazine (256 mmol) is dissolved in dichloromethane (200 mL) and chilled to −78° C. in an inert atmosphere. Morpholine (550 mol) dissolved in dichloromethane (100 mL) is added slowly. The reaction is allowed to warm to room temperature while stirring overnight. The organic layer is washed with saturated ammonium chloride (2×100 mL), dried with sodium sulfate, and evaporated to give 2-methyl-4-chloro-6-morpholino-triazine. Reaction conditions: temperature -78 celsius, time 8 hour.